From a dataset of the Open Reaction Database (ORD), a public repository of structured organic reaction records. describe an organic reaction: reactants, conditions, products, and yield Reactants: [Al+3], [H-], [H-], [H-], CNC(=O)c1oc(CSCCN)cc1-c1ccccc1, C1CCOC1, O. Yields the product CNCc1oc(CSCCN)cc1-c1ccccc1. RXN SMILES: [Al+3:22].[H-:21].[H-:23].[H-:24].[NH2:1][CH2:2][CH2:3][S:4][CH2:5][c:6]1[cH:7][c:8](-[c:15]2[cH:16][cH:17][cH:18][cH:19][cH:20]2)[c:9]([C:11](=[O:12])[NH:13][CH3:14])[o:10]1.[O:26]1[CH2:27][CH2:28][CH2:29][CH2:30]1.[OH2:25]>>[NH2:1][CH2:2][CH2:3][S:4][CH2:5][c:6]1[cH:7][c:8](-[c:15]2[cH:16][cH:17][cH:18][cH:19][cH:20]2)[c:9]([CH2:11][NH:13][CH3:14])[o:10]1. Reported procedure: A solution of 3-(2-bromo-ethyl)-5-fluoro-1H-indole (7.26 g, 30 mmol), benz-imidazole (3.54 g, 30 mmol) and ethyl-diisopropylamine (5.1 ml, 30 mmol) in abs. chloroform (80 ml) was boiled under reflux for 20 h. The reaction solution was then washed twice with water, dried over Na2SO4 and concentrated i. vac. and the residue which remained was purified by flash chromatography with CHCl3/MeOH (50:1). The reactants are BrCCC1=CNC2=CC=C(C=C12)F (3-(2-bromo-ethyl)-5-fluoro-1H-indole), N1=CNC2=C1C=CC=C2 (benz-imidazole), C(C)N(C(C)C)C(C)C (ethyl-diisopropylamine). The solvent is C(Cl)(Cl)Cl (chloroform). As a reaction SMILES: Br[CH2:2][CH2:3][C:4]1[C:12]2[C:7](=[CH:8][CH:9]=[C:10]([F:13])[CH:11]=2)[NH:6][CH:5]=1.[N:14]1[C:18]2[CH:19]=[CH:20][CH:21]=[CH:22][C:17]=2[NH:16][CH:15]=1.C(N(C(C)C)C(C)C)C>C(Cl)(Cl)Cl>[F:13][C:10]1[CH:11]=[C:12]2[C:7](=[CH:8][CH:9]=1)[NH:6][CH:5]=[C:4]2[CH2:3][CH2:2][N:14]1[C:18]2[CH:19]=[CH:20][CH:21]=[CH:22][C:17]=2[N:16]=[CH:15]1. Product: FC=1C=C2C(=CNC2=CC1)CCN1C=NC2=C1C=CC=C2 (1-(2-(5-Fluoro-1H-indol-3-yl)ethyl)-1H-benzo[d]imidazole). As a reaction SMILES: [C:1]([CH3:2])([CH3:3])([CH3:4])[c:5]1[cH:6][c:7]([O:35][CH2:36][CH3:37])[c:8]([C:11]2=[N:15][C:14]([CH3:16])([c:17]3[cH:18][cH:19][c:20]([Cl:23])[cH:21][cH:22]3)[C:13]([CH3:24])([c:25]3[cH:26][cH:27][c:28]([Cl:31])[cH:29][cH:30]3)[N:12]2[C:32](=[O:33])[Cl:34])[cH:9][n:10]1.[CH:38]1([NH:41][C:42]([CH:43]([CH3:44])[N:45]2[CH2:46][CH2:47][NH:48][CH2:49][CH2:50]2)=[O:51])[CH2:39][CH2:40]1>>[C:1]([CH3:2])([CH3:3])([CH3:4])[c:5]1[cH:6][c:7]([O:35][CH2:36][CH3:37])[c:8]([C:11]2=[N:15][C:14]([CH3:16])([c:17]3[cH:18][cH:19][c:20]([Cl:23])[cH:21][cH:22]3)[C:13]([CH3:24])([c:25]3[cH:26][cH:27][c:28]([Cl:31])[cH:29][cH:30]3)[N:12]2[C:32](=[O:33])[N:48]2[CH2:47][CH2:46][N:45]([CH:43]([C:42]([NH:41][CH:38]3[CH2:39][CH2:40]3)=[O:51])[CH3:44])[CH2:50][CH2:49]2)[cH:9][n:10]1. Reactants: CCOc1cc(C(C)(C)C)ncc1C1=NC(C)(c2ccc(Cl)cc2)C(C)(c2ccc(Cl)cc2)N1C(=O)Cl, CC(C(=O)NC1CC1)N1CCNCC1. Yields the product CCOc1cc(C(C)(C)C)ncc1C1=NC(C)(c2ccc(Cl)cc2)C(C)(c2ccc(Cl)cc2)N1C(=O)N1CCN(C(C)C(=O)NC2CC2)CC1. Reactants: FC(C1=CC=C(C=C1)B(O)O)(F)F (4-trifluoromethylphenylboronic acid), ClC1=CC=C(N=N1)N1CCC(CC1)N1CCC2=CC=C(C=C12)F (1-(1-(6-chloropyridazin-3-yl)piperidin-4-yl)-6-fluoroindoline). Yields the product FC1=CC=C2CCN(C2=C1)C1CCN(CC1)C=1N=NC(=CC1)C1=CC=C(C=C1)C(F)(F)F (6-fluoro-1-(1-(6-(4-(trifluoromethyl)phenyl)pyridazin-3-yl)piperidin-4-yl)indoline). Reaction SMILES: [F:1][C:2]([F:13])([F:12])[C:3]1[CH:8]=[CH:7][C:6](B(O)O)=[CH:5][CH:4]=1.Cl[C:15]1[N:20]=[N:19][C:18]([N:21]2[CH2:26][CH2:25][CH:24]([N:27]3[C:35]4[C:30](=[CH:31][CH:32]=[C:33]([F:36])[CH:34]=4)[CH2:29][CH2:28]3)[CH2:23][CH2:22]2)=[CH:17][CH:16]=1>>[F:36][C:33]1[CH:34]=[C:35]2[C:30]([CH2:29][CH2:28][N:27]2[CH:24]2[CH2:25][CH2:26][N:21]([C:18]3[N:19]=[N:20][C:15]([C:6]4[CH:7]=[CH:8][C:3]([C:2]([F:13])([F:12])[F:1])=[CH:4][CH:5]=4)=[CH:16][CH:17]=3)[CH2:22][CH2:23]2)=[CH:31][CH:32]=1. Procedure: The title compound was prepared following the procedure as described in Example 1, Method A, STEP 4, reacting 4-trifluoromethylphenylboronic acid and 1-(1-(6-chloropyridazin-3-yl)piperidin-4-yl)-6-fluoroindoline. Starting materials: OC1=C(C=2N(C=C1)C(=CN2)CC(F)(F)F)C#N (7-Hydroxy-3-(2,2,2-trifluoro-ethyl)-imidazo[1,2-a]pyridine-8-carbonitrile), O(Cl)Cl.[P+5] (phosphorus(V) oxychloride), C(=O)(O)[O-].[Na+] (NaHCO3). Conditions: temperature 130 celsius. Product: ClC1=C(C=2N(C=C1)C(=CN2)CC(F)(F)F)C#N (7-Chloro-3-(2,2,2-trifluoro-ethyl)-imidazo[1,2-a]pyridine-8-carbonitrile). RXN SMILES: O[C:2]1[CH:7]=[CH:6][N:5]2[C:8]([CH2:11][C:12]([F:15])([F:14])[F:13])=[CH:9][N:10]=[C:4]2[C:3]=1[C:16]#[N:17].O(Cl)[Cl:19].[P+5].C([O-])(O)=O.[Na+]>>[Cl:19][C:2]1[CH:7]=[CH:6][N:5]2[C:8]([CH2:11][C:12]([F:15])([F:14])[F:13])=[CH:9][N:10]=[C:4]2[C:3]=1[C:16]#[N:17] |f:1.2,3.4|. Procedure details: A mixture of compound D9 (1 g, 4.148 mmol) and phosphorus(V) oxychloride (2 ml) was subjected to microwave heating at 130° C. for 15 min. After cooling to room temperature, the solvent was evaporated in vacuo. The residue thus obtained was then treated with NaHCO3 (aqueous sat. solution) and extracted with DCM. The organic layer was separated, dried (MgSO4) and evaporated in vacuo. The crude product was purified by column chromatography (silica gel; Et2O as eluent). The desired fractions were co... Reactants: C(C)(CC)NC=1C(=NC2=CC=C(C=C2N1)C(=O)OC)C1=CC=CC=C1 (methyl 3-(sec-butylamino)-2-phenylquinoxaline-6-carboxylate), CI (methyl iodide), Cl (hydrogen chloride), [H-].[Na+] (sodium hydride). The solvent is O1CCCC1 (tetrahydrofuran), O1CCCC1 (tetrahydrofuran). Run at time 1 hour. The product is C(C)(CC)N(C=1C(=NC2=CC=C(C=C2N1)C(=O)O)C1=CC=CC=C1)C (3-(sec-Butyl(methyl)amino)-2-phenylquinoxaline-6-carboxylic acid). As a reaction SMILES: [CH:1]([NH:5][C:6]1[C:7]([C:20]2[CH:25]=[CH:24][CH:23]=[CH:22][CH:21]=2)=[N:8][C:9]2[C:14]([N:15]=1)=[CH:13][C:12]([C:16]([O:18]C)=[O:17])=[CH:11][CH:10]=2)([CH2:3][CH3:4])[CH3:2].[H-].[Na+].[CH3:28]I.Cl>O1CCCC1>[CH:1]([N:5]([CH3:28])[C:6]1[C:7]([C:20]2[CH:25]=[CH:24][CH:23]=[CH:22][CH:21]=2)=[N:8][C:9]2[C:14]([N:15]=1)=[CH:13][C:12]([C:16]([OH:18])=[O:17])=[CH:11][CH:10]=2)([CH2:3][CH3:4])[CH3:2] |f:1.2|. Procedure: Into a 50-mL round-bottom flask, was placed a solution of methyl 3-(sec-butylamino)-2-phenylquinoxaline-6-carboxylate (133.6 mg, 0.40 mmol, 1.00 equiv) in tetrahydrofuran (12 mL), and sodium hydride (96 mg, 4.00 mmol, 10.03 equiv). The resulting solution was stirred 1 h at room temperature. Then a solution of methyl iodide (284 mg, 2.00 mmol, 5.01 equiv) in tetrahydrofuran (1 mL) was added dropwise with stirring. The resulting solution was stirred overnight at room temperature. The pH value of t... Starting materials: [H-].[Na+] (Sodium hydride), C(C)OP(=O)(OCC)CC(=O)N1C(CCCC1)CC (1-(2-diethoxyphosphorylacetyl)-2-ethylpiperidine), CC=1C=2N(C=CC1)N=C(C2C=O)C2=CC=CC=C2 (4-methyl-2-phenylpyrazolo-[1,5-a]pyridine-3-carbaldehyde). Yield: 99.7%. As a reaction SMILES: [H-].[Na+].C(OP([CH2:11][C:12]([N:14]1[CH2:19][CH2:18][CH2:17][CH2:16][CH:15]1[CH2:20][CH3:21])=[O:13])(OCC)=O)C.[CH3:22][C:23]1[C:24]2[N:25]([N:29]=[C:30]([C:34]3[CH:39]=[CH:38][CH:37]=[CH:36][CH:35]=3)[C:31]=2[CH:32]=O)[CH:26]=[CH:27][CH:28]=1>O1CCCC1>[CH3:22][C:23]1[C:24]2[N:25]([N:29]=[C:30]([C:34]3[CH:39]=[CH:38][CH:37]=[CH:36][CH:35]=3)[C:31]=2[CH:32]=[CH:11][C:12]([N:14]2[CH2:19][CH2:18][CH2:17][CH2:16][CH:15]2[CH2:20][CH3:21])=[O:13])[CH:26]=[CH:27][CH:28]=1 |f:0.1|. Product: CC=1C=2N(C=CC1)N=C(C2C=CC(=O)N2C(CCCC2)CC)C2=CC=CC=C2 (1-[3-(4-methyl-2-phenylpyrazolo[1,5-a]pyridin-3-yl)acryloyl]-2-ethylpiperidine). Procedure details: Sodium hydride (60%, 110 mg) was added to a solution of 1-(2-diethoxyphosphorylacetyl)-2-ethylpiperidine (0.80 g) in tetrahydrofuran (5 ml) at 7° C. under nitrogen atmosphere. A solution of 4-methyl-2-phenylpyrazolo-[1,5-a]pyridine-3-carbaldehyde (0.50 g) in tetrahydrofuran (5 ml) was added dropwise to the above solution at 10° C., and then stirred at room temperature for 1 hour. After evaporating the solvent, in vacuo saturated sodium chloride aqueous solution (20 ml) was added to the residue a... Run at time 1 hour. The solvent is O1CCCC1 (tetrahydrofuran), O1CCCC1 (tetrahydrofuran). Reactants: CO, Cl, Cn1c(N2CCOCC2)nc(-c2ccncc2F)cc1=O, NCCc1ccc(F)cc1. Product: Cl, Cn1c(N2CCOCC2)nc(-c2ccncc2NCCc2ccc(F)cc2)cc1=O. Reaction SMILES: [CH3:33][OH:34].[ClH:32].[F:1][c:2]1[cH:3][n:4][cH:5][cH:6][c:7]1-[c:8]1[cH:9][c:10](=[O:21])[n:11]([CH3:20])[c:12]([N:14]2[CH2:15][CH2:16][O:17][CH2:18][CH2:19]2)[n:13]1.[F:22][c:23]1[cH:24][cH:25][c:26]([CH2:29][CH2:30][NH2:31])[cH:27][cH:28]1>>[ClH:32].[c:2]1([NH:31][CH2:30][CH2:29][c:26]2[cH:25][cH:24][c:23]([F:22])[cH:28][cH:27]2)[cH:3][n:4][cH:5][cH:6][c:7]1-[c:8]1[cH:9][c:10](=[O:21])[n:11]([CH3:20])[c:12]([N:14]2[CH2:15][CH2:16][O:17][CH2:18][CH2:19]2)[n:13]1. Reactants: OC1=CC=C(C(CNC(OCC)=O)=O)C=C1 (ethyl N-(p-hydroxyphenacyl)carbamate), O.NN (hydrazine hydrate). The solvent is C(CCC)O (butanol). The product is OC1=CC=C(C=C1)C=1CNC(NN1)=O (4,5-Dihydro-6-(p-hydroxyphenyl)-1,2,4-triazin-3-(2H)-one). Yield: 54.0%. RXN SMILES: [OH:1][C:2]1[CH:16]=[CH:15][C:5]([C:6](=O)[CH2:7][NH:8][C:9](=O)[O:10]CC)=[CH:4][CH:3]=1.O.[NH2:18][NH2:19]>C(O)CCC>[OH:1][C:2]1[CH:16]=[CH:15][C:5]([C:6]2[CH2:7][NH:8][C:9](=[O:10])[NH:18][N:19]=2)=[CH:4][CH:3]=1 |f:1.2|. Procedure: A mixture of 20 g of ethyl N-(p-hydroxyphenacyl)carbamate (prepared as described in Preparation 6), 56 g of 80% hydrazine hydrate and 100 ml of butanol was heated under reflux for 30 hours, whilst stirring. The reaction mixture was then concentrated by evaporation under reduced pressure, and the residue was washed with ethanol to give 9.25 g of the title compound as crystals, melting at 266°-269° C. (with decomposition). Reactants: C1(=CC=CC=C1)C (toluene), solution, C([O-])([O-])=O.[Na+].[Na+] (sodium carbonate), BrC=1C=CC=2N(C1)C=C(N2)C2=CC=C(C=C2)C (6-bromo-2-p-tolylimidazo[1,2-a]pyridine), OCC=1C=C(C=CC1)B(O)O (3-(hydroxymethyl)phenylboronic acid). Reagents/catalysts: C=1C=CC(=CC1)[P](C=2C=CC=CC2)(C=3C=CC=CC3)[Pd]([P](C=4C=CC=CC4)(C=5C=CC=CC5)C=6C=CC=CC6)([P](C=7C=CC=CC7)(C=8C=CC=CC8)C=9C=CC=CC9)[P](C=1C=CC=CC1)(C=1C=CC=CC1)C=1C=CC=CC1 (tetrakis(triphenylphosphine)palladium). Run in C(C)#N (acetonitrile), ClCCl (dichloromethane). Product: C1(=CC=C(C=C1)C=1N=C2N(C=C(C=C2)C=2C=C(C=CC2)CO)C1)C ([3-(2-p-Tolylimidazo[1,2-a]pyridin-6-yl)phenyl]methanol). Yield: 45.7%. RXN SMILES: Br[C:2]1[CH:3]=[CH:4][C:5]2[N:6]([CH:8]=[C:9]([C:11]3[CH:16]=[CH:15][C:14]([CH3:17])=[CH:13][CH:12]=3)[N:10]=2)[CH:7]=1.[OH:18][CH2:19][C:20]1[CH:21]=[C:22](B(O)O)[CH:23]=[CH:24][CH:25]=1.C1(C)C=CC=CC=1.C(=O)([O-])[O-].[Na+].[Na+]>C1C=CC([P]([Pd]([P](C2C=CC=CC=2)(C2C=CC=CC=2)C2C=CC=CC=2)([P](C2C=CC=CC=2)(C2C=CC=CC=2)C2C=CC=CC=2)[P](C2C=CC=CC=2)(C2C=CC=CC=2)C2C=CC=CC=2)(C2C=CC=CC=2)C2C=CC=CC=2)=CC=1.ClCCl.C(#N)C>[C:14]1([CH3:17])[CH:15]=[CH:16][C:11]([C:9]2[N:10]=[C:5]3[CH:4]=[CH:3][C:2]([C:24]4[CH:25]=[C:20]([CH2:19][OH:18])[CH:21]=[CH:22][CH:23]=4)=[CH:7][N:6]3[CH:8]=2)=[CH:12][CH:13]=1 |f:3.4.5,^1:45,47,66,85|. Reported procedure: Under a stream of nitrogen, 200 mg of 6-bromo-2-p-tolylimidazo[1,2-a]pyridine, 160 mg of 3-(hydroxymethyl)phenylboronic acid and 24 mg of tetrakis(triphenylphosphine)palladium are placed in a microwave tube containing 2 ml of toluene degassed beforehand under a stream of nitrogen, 2 ml of acetonitrile and 2 ml of a 2M solution of sodium carbonate. The tube is placed in a microwave apparatus and irradiated at 150° C. for 15 min. The organic phase is separated and dried and the filtrate is concent...